From a dataset of the Open Reaction Database (ORD), a public repository of structured organic reaction records. describe an organic reaction: reactants, conditions, products, and yield Yields the product CC1(CCCCC1)C=O ((1-methyl)cyclohexanecarboxaldehyde). Run in C(Cl)Cl (CH2Cl2), C(Cl)Cl (CH2Cl2). Starting materials: C1(CCCCC1)C=O (cyclohexanecarboxaldehyde), C(C)(C)(C)OC(=O)N[C@@H](C(=O)O)C1(CCCCC1)C ((R)-2-(tert-butoxycarbonylamino)-2-(1-methylcyclohexyl)acetic acid), CC(C)(C)[O-].[K+] (t-BuOK), IC (iodomethane). Run at temperature 0 celsius, time 30 minute. Procedure details: A flame-dried 500-mL round-bottomed flask capped with a rubber septum was charged with anhydrous CH2Cl2 (150 mL) via cannula and cyclohexanecarboxaldehyde (12) (9.09 mL, 75 mmol, 1.0 equiv) via syringe under N2. The flask was cooled in an ice bath for 10 min, the septum was removed, and t-BuOK (10.9 g, 97.5 mmol, 1.3 equiv) was added in one portion with rapid stirring. The septum was replaced, and iodomethane (14.0 mL, 225 mmol, 3.0 equiv) was added in one portion via syringe. The mixture was st... Reaction SMILES: [CH:1]1([CH:7]=[O:8])[CH2:6][CH2:5][CH2:4][CH2:3][CH2:2]1.[CH3:9]C([O-])(C)C.[K+].IC.C(OC(N[C@H](C1(C)CCCCC1)C(O)=O)=O)(C)(C)C>C(Cl)Cl>[CH3:9][C:1]1([CH:7]=[O:8])[CH2:6][CH2:5][CH2:4][CH2:3][CH2:2]1 |f:1.2|. Yield: 76.0%.